This data is from the Open Reaction Database (ORD), a public repository of structured organic reaction records. The task is: describe an organic reaction: reactants, conditions, products, and yield Starting materials: COS(=O)(=O)OC, O=C(O)c1ccc(F)c([N+](=O)[O-])c1, [Li+], C1CCOC1, [OH-], O. Yields the product COC(=O)c1ccc(F)c([N+](=O)[O-])c1. RXN SMILES: [CH3:17][O:18][S:19]([O:20][CH3:21])(=[O:22])=[O:23].[F:4][c:5]1[c:6]([N+:14](=[O:15])[O-:16])[cH:7][c:8]([C:9](=[O:10])[OH:11])[cH:12][cH:13]1.[Li+:3].[O:24]1[CH2:25][CH2:26][CH2:27][CH2:28]1.[OH-:2].[OH2:1]>>[F:4][c:5]1[c:6]([N+:14](=[O:15])[O-:16])[cH:7][c:8]([C:9](=[O:10])[O:11][CH3:17])[cH:12][cH:13]1.